From a dataset of the Open Reaction Database (ORD), a public repository of structured organic reaction records. describe an organic reaction: reactants, conditions, products, and yield The reactants are CC1C[C@H]2CN[C@@H]([C@H]2C1)CNC(=O)C1=C(N=C2SC=CN21)C (6-methyl-imidazo[2,1-b]thiazole-5-carboxylic acid-[(1S,2S,5R)-7-methyl-3-aza-bicyclo[3.3.0]oct-2-ylmethyl]-amide), CC=1SC(=C(N1)C(=O)O)C1=CC=CC=C1 (2-methyl-5-phenyl-thiazole-4-carboxylic acid). The product is CC1C[C@H]2CN([C@@H]([C@H]2C1)CNC(=O)C1=C(N=C2SC=CN21)C)C(=O)C=2N=C(SC2C2=CC=CC=C2)C (6-Methyl-imidazo[2,1-b]thiazole-5-carboxylic acid-(1S,2S,5R)-{7-methyl-3-[2-methyl-5-phenyl-thiazole-4-carbonyl]-3-aza-bicyclo[3.3.0]oct-2-ylmethyl}-amide). Reaction SMILES: [CH3:1][CH:2]1[CH2:9][C@H:8]2[C@H:4]([CH2:5][NH:6][C@@H:7]2[CH2:10][NH:11][C:12]([C:14]2[N:21]3[C:17]([S:18][CH:19]=[CH:20]3)=[N:16][C:15]=2[CH3:22])=[O:13])[CH2:3]1.[CH3:23][C:24]1[S:25][C:26]([C:32]2[CH:37]=[CH:36][CH:35]=[CH:34][CH:33]=2)=[C:27]([C:29](O)=[O:30])[N:28]=1>>[CH3:1][CH:2]1[CH2:9][C@H:8]2[C@H:4]([CH2:5][N:6]([C:29]([C:27]3[N:28]=[C:24]([CH3:23])[S:25][C:26]=3[C:32]3[CH:33]=[CH:34][CH:35]=[CH:36][CH:37]=3)=[O:30])[C@@H:7]2[CH2:10][NH:11][C:12]([C:14]2[N:21]3[C:17]([S:18][CH:19]=[CH:20]3)=[N:16][C:15]=2[CH3:22])=[O:13])[CH2:3]1. Reported procedure: prepared by reaction of 6-methyl-imidazo[2,1-b]thiazole-5-carboxylic acid-[(1S,2S,5R)-7-methyl-3-aza-bicyclo[3.3.0]oct-2-ylmethyl]-amide with 2-methyl-5-phenyl-thiazole-4-carboxylic acid. The reactants are C1=CC=CC=2C3=CC=CC=C3N(C12)C1CC(N(C2=CC=CC=C12)C(C1=CC(=C(C=C1)OC)OC)=O)CCCCCO (5-[4-(9H-9-Carbazolyl)-1-(3,4-dimethoxybenzoyl)-1,2,3,4-tetrahydro-2-quinolinyl]-1-pentanol), C(CCCCC)S (n-hexylmercaptan). Product: COC=1C=C(C(=O)N2C(CC(C3=CC=CC=C23)N2C3=CC=CC=C3C=3C=CC=CC23)CCCCCSCCCCCC)C=CC1OC (9-[1-(3,4-Dimethoxybenzoyl)-2-[5-(hexylthio)pentyl]-1,2,3,4-tetrahydro-4-quinolinyl]-9H-carbazole). The yield is 7.0%. Reaction SMILES: [CH:1]1[C:13]2[N:12]([CH:14]3[C:23]4[C:18](=[CH:19][CH:20]=[CH:21][CH:22]=4)[N:17]([C:24](=[O:35])[C:25]4[CH:30]=[CH:29][C:28]([O:31][CH3:32])=[C:27]([O:33][CH3:34])[CH:26]=4)[CH:16]([CH2:36][CH2:37][CH2:38][CH2:39][CH2:40]O)[CH2:15]3)[C:11]3[C:6](=[CH:7][CH:8]=[CH:9][CH:10]=3)[C:5]=2[CH:4]=[CH:3][CH:2]=1.[CH2:42]([SH:48])[CH2:43][CH2:44][CH2:45][CH2:46][CH3:47]>>[CH3:34][O:33][C:27]1[CH:26]=[C:25]([CH:30]=[CH:29][C:28]=1[O:31][CH3:32])[C:24]([N:17]1[C:18]2[C:23](=[CH:22][CH:21]=[CH:20][CH:19]=2)[CH:14]([N:12]2[C:13]3[CH:1]=[CH:2][CH:3]=[CH:4][C:5]=3[C:6]3[C:11]2=[CH:10][CH:9]=[CH:8][CH:7]=3)[CH2:15][CH:16]1[CH2:36][CH2:37][CH2:38][CH2:39][CH2:40][S:48][CH2:42][CH2:43][CH2:44][CH2:45][CH2:46][CH3:47])=[O:35]. Procedure: Starting with 5-[4-(9H-9-carbazolyl)-1-(3,4-dimethoxybenzoyl)-1,2,3,4-tetrahydro-2-quinolinyl]-1-pentanol (0.08 g, 0.15 mmol) prepared in Example 135 and n-hexylmercaptan (0.3 ml), the same procedure as shown in Example 136 was repeated to give the titled compound (0.01 g, yield: 7%) as a white crystal (cis:trans=6:1). Reactants: CN(CC(=O)N1CCC2=CC(=C(C=C12)NC1=NC2=C(C3=NC4=CC(=CC(=C4C(N31)=O)F)F)C=CN2S(=O)(=O)C2=CC=C(C=C2)C)OC)C (5-{[1-(N,N-dimethylglycyl)-5-(methyloxy)-2,3-dihydro-1H-indol-6-yl]amino}-8,10-difluoro-3-[(4-methylphenyl)sulfonyl]pyrrolo[2′,3′:4,5]pyrimido[6,1-b]quinazolin-7(3H)-one), FC1=CC=C(C=C1)CN ([(4-fluorophenyl)methyl]amine). The solvent is C(C)(=O)OCC (ethyl acetate), C(C)(=O)OCC (ethyl acetate), C1CCOC1 (THF). Conditions: time 16 hour. Yields the product CN(CC(=O)N1CCC2=CC(=C(C=C12)NC1=NC(=C2C(N1)=NC=C2)NC2=C(C(=O)NCC1=CC=C(C=C1)F)C(=CC(=C2)F)F)OC)C (2-[(2-{[1-(N,N-dimethylglycyl)-5-(methyloxy)-2,3-dihydro-1H-indol-6-yl]amino}-1H-pyrrolo[2,3-d]pyrimidin-4-yl)amino]-4,6-difluoro-N-[(4-fluorophenyl)methyl]benzamide). Yield: 23.4%. Reaction SMILES: [CH3:1][N:2]([CH3:48])[CH2:3][C:4]([N:6]1[C:14]2[C:9](=[CH:10][C:11]([O:46][CH3:47])=[C:12]([NH:15][C:16]3[N:29]4[C:20](=[N:21][C:22]5[C:27]([C:28]4=[O:30])=[C:26]([F:31])[CH:25]=[C:24]([F:32])[CH:23]=5)[C:19]4[CH:33]=[CH:34][N:35](S(C5C=CC(C)=CC=5)(=O)=O)[C:18]=4[N:17]=3)[CH:13]=2)[CH2:8][CH2:7]1)=[O:5].[F:49][C:50]1[CH:55]=[CH:54][C:53]([CH2:56][NH2:57])=[CH:52][CH:51]=1>C1COCC1.C(OCC)(=O)C>[CH3:1][N:2]([CH3:48])[CH2:3][C:4]([N:6]1[C:14]2[C:9](=[CH:10][C:11]([O:46][CH3:47])=[C:12]([NH:15][C:16]3[NH:17][C:18]4=[N:35][CH:34]=[CH:33][C:19]4=[C:20]([NH:21][C:22]4[CH:23]=[C:24]([F:32])[CH:25]=[C:26]([F:31])[C:27]=4[C:28]([NH:57][CH2:56][C:53]4[CH:54]=[CH:55][C:50]([F:49])=[CH:51][CH:52]=4)=[O:30])[N:29]=3)[CH:13]=2)[CH2:8][CH2:7]1)=[O:5]. Reported procedure: To a solution of 5-{[1-(N,N-dimethylglycyl)-5-(methyloxy)-2,3-dihydro-1H-indol-6-yl]amino}-8,10-difluoro-3-[(4-methylphenyl)sulfonyl]pyrrolo[2′,3′:4,5]pyrimido[6,1-b]quinazolin-7(3H)-one (300 mg, 0.445 mmol) in THF (5 mL) was added [(4-fluorophenyl)methyl]amine (1.01 mL, 8.89 mmol). The resulting mixture was let stir at rt for 16 h at which time it was diluted with ethyl acetate and washed with a saturated ammonium chloride solution, a saturated sodium bicarbonate solution, water and a saturated... Reported procedure: 2-(Acetoxyethyl)-6,7-dichloro-2,3-dihydro-5-hydroxy-1H-inden-1-one (5.8 gm, 0.0191 mole), potassium carbonate (3.97 gm, 0.0287 mole), methyl bromoacetate (3.52 gm, 0.023 mole) in dry N,N-dimethylformamide (35 ml) were stirred and heated at 60° C. for 3 hours. The mixture was cooled and poured into a mixture of water and ice containing hydrochloric acid. The resulting mixture was extracted with a mixture of ether and tetrahydrofuran then methylene chloride. The combined organic extracts were wash... The reactants are Cl (hydrochloric acid), C(C)(=O)OCCC1C(C2=C(C(=C(C=C2C1)O)Cl)Cl)=O (2-(Acetoxyethyl)-6,7-dichloro-2,3-dihydro-5-hydroxy-1H-inden-1-one), C([O-])([O-])=O.[K+].[K+] (potassium carbonate), BrCC(=O)OC (methyl bromoacetate). Run in CN(C=O)C (N,N-dimethylformamide), O (water). Reaction conditions: temperature 60 celsius. Product: C(C)(=O)OCCC1C(C2=C(C(=C(C=C2C1)OCC(=O)OC)Cl)Cl)=O (Methyl {[2-(2-Acetoxyethyl)-6,7-dichloro-2,3-dihydro-1-oxo-1H-inden-5-yl]oxy}acetate). Isolated yield 96.3%. RXN SMILES: [C:1]([O:4][CH2:5][CH2:6][CH:7]1[CH2:15][C:14]2[C:9](=[C:10]([Cl:18])[C:11]([Cl:17])=[C:12]([OH:16])[CH:13]=2)[C:8]1=[O:19])(=[O:3])[CH3:2].C(=O)([O-])[O-].[K+].[K+].Br[CH2:27][C:28]([O:30][CH3:31])=[O:29].Cl>CN(C)C=O.O>[C:1]([O:4][CH2:5][CH2:6][CH:7]1[CH2:15][C:14]2[C:9](=[C:10]([Cl:18])[C:11]([Cl:17])=[C:12]([O:16][CH2:27][C:28]([O:30][CH3:31])=[O:29])[CH:13]=2)[C:8]1=[O:19])(=[O:3])[CH3:2] |f:1.2.3|.